Task: describe an organic reaction: reactants, conditions, products, and yield. Dataset: the Open Reaction Database (ORD), a public repository of structured organic reaction records The reactants are C(C)OC=1C=C(N=NC1OCC)N (5,6-Diethoxypyridazin-3-ylamine), [N+](=O)(O)[O-] (nitric acid). Solvent: S(O)(O)(=O)=O (sulfuric acid), S(O)(O)(=O)=O (sulfuric acid). Conditions: temperature 0 celsius, time 20 minute. Yields the product C(C)OC=1C=C(N=NC1OCC)N[N+](=O)[O-] (N-(5,6-Diethoxypyridazin-3-yl)-N-nitroamine). As a reaction SMILES: [CH2:1]([O:3][C:4]1[CH:5]=[C:6]([NH2:13])[N:7]=[N:8][C:9]=1[O:10][CH2:11][CH3:12])[CH3:2].[N+:14]([O-])([OH:16])=[O:15]>S(=O)(=O)(O)O>[CH2:1]([O:3][C:4]1[CH:5]=[C:6]([NH:13][N+:14]([O-:16])=[O:15])[N:7]=[N:8][C:9]=1[O:10][CH2:11][CH3:12])[CH3:2]. Procedure details: 5,6-Diethoxypyridazin-3-ylamine (analogously to T. Horie in Chemical & Pharmaceutical Bulletin (1963), 11(9), 1157-67; 160 mg) was initially charged dissolved in concentrated sulfuric acid (4 ml) at RT. The mixture was then cooled to 0° C. and 2 ml of a 1:1 mixture of concentrated nitric acid and concentrated sulfuric acid were added dropwise. After 20 min at 0° C., the ice bath was removed and the mixture was stirred for 4 h. Then it was cooled again to 0° C., a further 0.5 ml of the acid mixtu... Yields the product COC(=O)C1=C(CCCC1)C(=O)OC (Dimethylcyclohex-1-ene-1,2-dicarboxylate). Reaction SMILES: [C:1]1(=[O:11])[O:6][C:4](=[O:5])[C:3]2[CH2:7][CH2:8][CH2:9][CH2:10][C:2]1=2.[N+](=[CH2:14])=[N-].[CH3:15][OH:16]>C(OCC)C>[CH3:15][O:16][C:4]([C:3]1[CH2:7][CH2:8][CH2:9][CH2:10][C:2]=1[C:1]([O:6][CH3:14])=[O:11])=[O:5]. The reactants are C1(C2=C(C(=O)O1)CCCC2)=O (3,4,5,6-tetrahydrophthalic anhydride), [N+](=[N-])=C (diazomethane), CO (methanol). Run at time 8 hour. The yield is 93.0%. Solvent: C(C)OCC (diethyl ether). Reported procedure: 3,4,5,6-tetrahydrophthalic anhydride (3.04 g, 0.02 mol) was disolved in methanol (25 ml) and refluxed for 2 hours. The solution was then cooled to ice bath temperature and a solution of diazomethane in diethyl ether was added dropwise until a yellow colour persisted. The solution was then allowed to stand overnight, after which time the solvent was removed in vacuo to give the title compound In 93% yield. δH (90 MHz, CDCl3) 3.66 (s,6H), 2.20 (s,4H), 1.66 ppm (s,6H) The reactants are [H-].[H-].[H-].[H-].[Li+].[Al+3] (LAH), FC=1C=C(C=CC1F)[C@@H]1CCC[C@@H](N1)C(=O)OC (methyl(2R,6S)-6-(3,4-difluorophenyl)piperidine-2-carboxylate), O (water), [OH-].[Na+] (sodium hydroxide), O (water). Solvent: C1CCOC1 (THF). Reaction conditions: temperature -15 celsius, time 1 hour. Product: FC=1C=C(C=CC1F)[C@@H]1CCC[C@@H](N1)CO ([(2R,6S)-6-(3,4-difluorophenyl)piperidin-2-yl]methanol). Yield: 100.0%. As a reaction SMILES: [H-].[H-].[H-].[H-].[Li+].[Al+3].[F:7][C:8]1[CH:9]=[C:10]([C@H:15]2[NH:20][C@@H:19]([C:21](OC)=[O:22])[CH2:18][CH2:17][CH2:16]2)[CH:11]=[CH:12][C:13]=1[F:14].O.[OH-].[Na+]>C1COCC1>[F:7][C:8]1[CH:9]=[C:10]([C@H:15]2[NH:20][C@@H:19]([CH2:21][OH:22])[CH2:18][CH2:17][CH2:16]2)[CH:11]=[CH:12][C:13]=1[F:14] |f:0.1.2.3.4.5,8.9|. Reported procedure: LAH (90 mg) was added in three portions to a solution of methyl(2R,6S)-6-(3,4-difluorophenyl)piperidine-2-carboxylate (300 mg) in THF (5 mL) at −15° C. over 15 minutes. The reaction solution was stirred at −15° C. for one hour, and water (0.1 mL), a 5 N sodium hydroxide solution (0.1 mL), and water (0.3 mL) were sequentially added to the reaction solution. The mixture was heated to room temperature and filtered through celite. The filtrate was concentrated under reduced pressure to obtain 267 mg... RXN SMILES: [CH2:16]([C:17]([NH2:18])([C:19]([O-:20])=[O:21])[N:22]([C:23](=[O:24])[CH:25]([CH3:26])[CH3:27])[CH:28]=[O:29])[CH3:30].[CH2:1]([CH3:2])[N:3]([CH:4]([C:5](=[O:6])[O-:7])[N:8]([Cl:9])[Cl:10])[C:11]([CH:12]([CH3:13])[CH3:14])=[O:15].[ClH:33].[H:31][H:32].[O:34]1[CH2:35][CH2:36][CH2:37][CH2:38]1>>[CH2:1]([CH3:2])[N:3]([CH:4]([C:5](=[O:6])[OH:7])[NH2:8])[C:11]([CH:12]([CH3:13])[CH3:14])=[O:15].[ClH:9]. Yields the product CCN(C(=O)C(C)C)C(N)C(=O)O, Cl. Starting materials: CCC(N)(C(=O)[O-])N(C=O)C(=O)C(C)C, CCN(C(=O)C(C)C)C(C(=O)[O-])N(Cl)Cl, Cl, [H][H], C1CCOC1. Solvent: C(C)(=O)O (acetic acid). Yields the product C(CC)C=1NC(=C(N1)N1C=CC=C1)C(=O)OCC (Ethyl 2-propyl-4-(1H-pyrrol-1-yl)imidazole-5-carboxylate). Starting materials: NC=1N=C(NC1C(=O)OCC)CCC (ethyl 4-amino-2-propylimidazole-5-carboxylate), C(C)(=O)[O-].[Na+] (sodium acetate), COC1OC(CC1)OC (2,5-dimethoxy-tetrahydrofuran). Procedure details: A solution of ethyl 4-amino-2-propylimidazole-5-carboxylate from above (9.34 g, 47 mmol) and sodium acetate (23.2 g) in acetic acid (100 mL) was heated to reflux and treated with 2,5-dimethoxy-tetrahydrofuran (6.75 mL, 52 mmol). The reaction was held at reflux for 30 minutes, then cooled back to room temperature with an ice bath. The majority of the acetic acid was evaporated under reduced pressure, then the residue was partitioned between ethyl acetate and 10% aqueous K2CO3 (120 mL) each. The o... Reaction SMILES: [NH2:1][C:2]1[N:3]=[C:4]([CH2:12][CH2:13][CH3:14])[NH:5][C:6]=1[C:7]([O:9][CH2:10][CH3:11])=[O:8].C([O-])(=O)C.[Na+].CO[CH:22]1[CH2:26][CH2:25][CH:24](OC)O1>C(O)(=O)C>[CH2:12]([C:4]1[NH:5][C:6]([C:7]([O:9][CH2:10][CH3:11])=[O:8])=[C:2]([N:1]2[CH:22]=[CH:26][CH:25]=[CH:24]2)[N:3]=1)[CH2:13][CH3:14] |f:1.2|. The product is CCOC(OCC)C(OCC)OC(=O)c1ccccc1. As a reaction SMILES: [C:13]([c:14]1[cH:15][cH:16][cH:17][cH:18][cH:19]1)(=[O:20])[O-:21].[CH2:23]([Cl:24])[Cl:25].[CH3:26][N:27]([CH3:28])[CH:29]=[O:30].[Cl:1][CH:2]([CH:3]([O:4][CH2:5][CH3:6])[O:7][CH2:8][CH3:9])[O:10][CH2:11][CH3:12].[Na+:22]>>[CH:2]([CH:3]([O:4][CH2:5][CH3:6])[O:7][CH2:8][CH3:9])([O:10][CH2:11][CH3:12])[O:21][C:13]([c:14]1[cH:15][cH:16][cH:17][cH:18][cH:19]1)=[O:20]. Starting materials: O=C([O-])c1ccccc1, ClCCl, CN(C)C=O, CCOC(Cl)C(OCC)OCC, [Na+]. Reactants: C(CCC)[Li] (n-butyllithium), BrC=1C=C(C=CC1OC)Cl (3-bromo-4-methoxychlorobenzene), B(OC(C)C)(OC(C)C)OC(C)C (triisopropyl borate). The solvent is hexanes, O1CCCC1 (tetrahydrofuran). Run at temperature -70 celsius, time 15 minute. The product is ClC=1C=CC(=C(C1)B(O)O)OC (5-chloro-2-methoxyphenylboronic acid). Yield: 80.5%. RXN SMILES: Br[C:2]1[CH:3]=[C:4]([Cl:10])[CH:5]=[CH:6][C:7]=1[O:8][CH3:9].C([Li])CCC.[B:16](OC(C)C)([O:21]C(C)C)[O:17]C(C)C>O1CCCC1>[Cl:10][C:4]1[CH:5]=[CH:6][C:7]([O:8][CH3:9])=[C:2]([B:16]([OH:21])[OH:17])[CH:3]=1. Procedure: A stirred solution of 5.8 grams (0.026 mole) of 3-bromo-4-methoxychlorobenzene in 150 mL of tetrahydrofuran was cooled to -80° C., and 11.5 mL of n-butyllithium in hexanes (2.5 Molar-0.029 mole) was added dropwise during a 15 minute period, while maintaining the reaction mixture temperature at about -70° C. The initial reaction was very exothermic, which required cooling the reaction mixture to about -100° C. Upon completion of the addition, the reaction mixture was stirred at -80° C. for 15 min...